Dataset: the Open Reaction Database (ORD), a public repository of structured organic reaction records. Task: describe an organic reaction: reactants, conditions, products, and yield Starting materials: C1=2C=3CCCC3SC2C=CC=C1OC1CCC(CC1)NC(OCCCC)=O (butyl N-(4-[7-thiatricyclo[6.4.0.0[2,6]]dodeca-1(8),2(6),9,11-tetraen-12-yloxy]cyclohexyl)carbamate), Cl (hydrochloric acid), C([O-])([O-])=O.[Na+].[Na+] (sodium carbonate). Solvent: ClCCl (dichloromethane). Conditions: time 2 hour. Product: C1=2C=3CCCC3SC2C=CC=C1OC1CCC(CC1)N (4-[7-thiatricyclo[6.4.0.0[2,6]]dodeca-1(8),2(6),9,11-tetraen-12-yloxy]cyclohexan-1-amine). Isolated yield 93.7%. Reaction SMILES: [C:1]12[C:12]([O:13][CH:14]3[CH2:19][CH2:18][CH:17]([NH:20]C(=O)OCCCC)[CH2:16][CH2:15]3)=[CH:11][CH:10]=[CH:9][C:8]=1[S:7][C:6]1[CH2:5][CH2:4][CH2:3][C:2]2=1.Cl.C(=O)([O-])[O-].[Na+].[Na+]>ClCCl>[C:1]12[C:12]([O:13][CH:14]3[CH2:19][CH2:18][CH:17]([NH2:20])[CH2:16][CH2:15]3)=[CH:11][CH:10]=[CH:9][C:8]=1[S:7][C:6]1[CH2:5][CH2:4][CH2:3][C:2]2=1 |f:2.3.4|. Procedure details: Into a 50-mL round-bottom flask placed ten-butyl N-(4-[7-thiatricyclo[6.4.0.0[2,6]]dodeca-1(8),2(6),9,11-tetraen-12-yloxy]cyclohexyl)carbamate (200 mg, 0.52 mmol, 1.00 equiv) in 16 mL of dichloromethane was added hydrochloric acid (0.5 mL) at 0° C. The resulting solution was stirred for 2 h at room temperature. Then the pH value was adjusted to 8-9 with saturated aqueous sodium carbonate and extracted with 3×50 mL of ethyl acetate and the organic layers combined. The organic layers were washed w... Starting materials: ClC1=CC(=C(C=C1[N+](=O)[O-])N1C(N(CC1=O)C(C)C)=O)F (3-(4-chloro-2-fluoro-5-nitrophenyl)-1-(1-methylethyl)hydantoin). The reagents and catalysts are [Fe] (iron). Run in C(C)(=O)O (acetic acid), O (water), C(C)OCC (diethyl ether). Conditions: temperature 50 celsius, time 0.5 hour. The product is NC=1C(=CC(=C(C1)N1C(N(CC1=O)C(C)C)=O)F)Cl (3-(5-amino-4-chloro-2-fluorophenyl)-1-(1-methylethyl)hydantoin). Isolated yield 75.0%. As a reaction SMILES: [Cl:1][C:2]1[C:7]([N+:8]([O-])=O)=[CH:6][C:5]([N:11]2[C:15](=[O:16])[CH2:14][N:13]([CH:17]([CH3:19])[CH3:18])[C:12]2=[O:20])=[C:4]([F:21])[CH:3]=1>C(O)(=O)C.O.C(OCC)C.[Fe]>[NH2:8][C:7]1[C:2]([Cl:1])=[CH:3][C:4]([F:21])=[C:5]([N:11]2[C:15](=[O:16])[CH2:14][N:13]([CH:17]([CH3:19])[CH3:18])[C:12]2=[O:20])[CH:6]=1. Procedure: To a stirred mixture of 4.4 g (0.014 mole) of 3-(4-chloro-2-fluoro-5-nitrophenyl)-1-(1-methylethyl)hydantoin in 70 mL of acetic acid and 10 mL of water was added slowly 4.5 g (0.083 mole) of iron powder. The reaction mixture was heated briefly at 50° C, then was cooled to room temperature and was stirred for 0.5 hour. The mixture was diluted with diethyl ether and was filtered through a pad of Celite® filter aid. The filter pad was rinsed with diethyl ether. The filtrate, containing the diethyl ... The reactants are C=Cc1c(Cc2ccccc2)cc(OC)c2c1nc(-c1ccc(C(C)C)cc1)n2CCOC, CO. The product is CCc1c(Cc2ccccc2)cc(OC)c2c1nc(-c1ccc(C(C)C)cc1)n2CCOC. RXN SMILES: [CH2:1]([c:2]1[cH:3][cH:4][cH:5][cH:6][cH:7]1)[c:8]1[c:9]([CH:32]=[CH2:33])[c:10]2[c:11]([n:12]([CH2:24][CH2:25][O:26][CH3:27])[c:13](-[c:15]3[cH:16][cH:17][c:18]([CH:21]([CH3:22])[CH3:23])[cH:19][cH:20]3)[n:14]2)[c:28]([O:30][CH3:31])[cH:29]1.[CH3:34][OH:35]>>[CH2:1]([c:2]1[cH:3][cH:4][cH:5][cH:6][cH:7]1)[c:8]1[c:9]([CH2:32][CH3:33])[c:10]2[c:11]([n:12]([CH2:24][CH2:25][O:26][CH3:27])[c:13](-[c:15]3[cH:16][cH:17][c:18]([CH:21]([CH3:22])[CH3:23])[cH:19][cH:20]3)[n:14]2)[c:28]([O:30][CH3:31])[cH:29]1. Starting materials: O=[N+]([O-])O, O=C(O)C(F)(F)F, O=c1[nH]c2ccc3c(c2[nH]c1=O)CNCC3. The product is O=c1[nH]c2cc([N+](=O)[O-])c3c(c2[nH]c1=O)CNCC3. Reaction SMILES: [OH:17][N+:18]([O-:19])=[O:20].[OH:21][C:22]([C:23]([F:24])([F:25])[F:26])=[O:27].[nH:1]1[c:2](=[O:16])[c:3](=[O:15])[nH:4][c:5]2[cH:6][cH:7][c:8]3[c:9]([c:10]12)[CH2:11][NH:12][CH2:13][CH2:14]3>>[nH:1]1[c:2](=[O:16])[c:3](=[O:15])[nH:4][c:5]2[cH:6][c:7]([N+:18](=[O:17])[O-:19])[c:8]3[c:9]([c:10]12)[CH2:11][NH:12][CH2:13][CH2:14]3.